This data is from the Open Reaction Database (ORD), a public repository of structured organic reaction records. The task is: describe an organic reaction: reactants, conditions, products, and yield Starting materials: COC1=NC(=C(C=C1N)CC)C (2-methoxy-3-amino-5-ethyl-6-methylpyridine), N(=O)[O-].[Na+] (sodium nitrite). The solvent is S(O)(O)(=O)=O (sulfuric acid), S(O)(O)(=O)=O (sulfuric acid), O (water). Run at temperature 110 celsius, time 0.5 hour. Yields the product COC1=NC(=C(C=C1O)CC)C (2-methoxy-3-hydroxy-5-ethyl-6-methylpyridine). Yield: 43.9%. As a reaction SMILES: [CH3:1][O:2][C:3]1[C:8](N)=[CH:7][C:6]([CH2:10][CH3:11])=[C:5]([CH3:12])[N:4]=1.N([O-])=[O:14].[Na+]>S(=O)(=O)(O)O.O>[CH3:1][O:2][C:3]1[C:8]([OH:14])=[CH:7][C:6]([CH2:10][CH3:11])=[C:5]([CH3:12])[N:4]=1 |f:1.2|. Procedure: A batch of 2-methoxy-3-amino-5-ethyl-6-methylpyridine (171 mg, 1.05 mmol) was dissolved in 5% aqueous sulfuric acid (4 mL), cooled in an ice bath, then a solution of sodium nitrite (78 mg, 1.13 mmol) in water (1 mL) was added dropwise. After 0.5 hour, the resulting mixture was added dropwise to 5% aqueous sulfuric acid (6 mL) warmed at 110° C. The solution was stirred for 0.5 hour, cooled and the product extracted into chloroform, then dried (Na2SO4), filtered and evaporated to yield 77 mg (43%)...